From a dataset of the Open Reaction Database (ORD), a public repository of structured organic reaction records. describe an organic reaction: reactants, conditions, products, and yield Reactants: CC(=O)O, CC(=O)OC(C)=O, O, OO, CCOC(=O)c1cc2c(nc1C(=O)OCC)CCCC2. The product is CCOC(=O)c1cc2c(nc1C(=O)OCC)C(OC(C)=O)CCC2. As a reaction SMILES: [CH3:21][C:22]([OH:23])=[O:24].[CH3:27][C:28]([O:29][C:30](=[O:31])[CH3:32])=[O:33].[OH2:34].[OH:25][OH:26].[n:1]1[c:2]([C:16](=[O:17])[O:18][CH2:19][CH3:20])[c:3]([C:11](=[O:12])[O:13][CH2:14][CH3:15])[cH:4][c:5]2[c:10]1[CH2:9][CH2:8][CH2:7][CH2:6]2>>[n:1]1[c:2]([C:16](=[O:17])[O:18][CH2:19][CH3:20])[c:3]([C:11](=[O:12])[O:13][CH2:14][CH3:15])[cH:4][c:5]2[c:10]1[CH:9]([O:24][C:22]([CH3:21])=[O:23])[CH2:8][CH2:7][CH2:6]2. The reactants are [OH-].[Na+] (NaOH), N1CC(C1)OC1=C(C=C(C=C1)N1C(C2=C(CC1)N=C(S2)C2=CC=C(C=C2)Cl)=O)OC (5-[4-(azetidin-3-yloxy)-3-methoxy-phenyl]-2-(4-chloro-phenyl)-6,7-dihydro-5H-thiazolo[5,4-c]pyridin-4-one), CC(=O)C (acetone), C(C)(=O)O[BH-](OC(C)=O)OC(C)=O.[Na+] (sodium triacetoxyborohydride). Run in ClCCCl (1,2-dichloroethane). The product is Cl.ClC1=CC=C(C=C1)C=1SC=2C(N(CCC2N1)C1=CC(=C(C=C1)OC1CN(C1)C(C)C)OC)=O (2-(4-Chloro-phenyl)-5-[4-(1-isopropyl-azetidin-3-yloxy)-3-methoxy-phenyl]-6,7-dihydro-5H-thiazolo[5,4-c]pyridin-4-one, hydrochloride salt). The yield is 107.1%. Reaction SMILES: [NH:1]1[CH2:4][CH:3]([O:5][C:6]2[CH:11]=[CH:10][C:9]([N:12]3[CH2:17][CH2:16][C:15]4[N:18]=[C:19]([C:21]5[CH:26]=[CH:25][C:24]([Cl:27])=[CH:23][CH:22]=5)[S:20][C:14]=4[C:13]3=[O:28])=[CH:8][C:7]=2[O:29][CH3:30])[CH2:2]1.[CH3:31][C:32]([CH3:34])=O.C(O[BH-](OC(=O)C)OC(=O)C)(=O)C.[Na+].[OH-].[Na+]>ClCCCl>[ClH:27].[Cl:27][C:24]1[CH:23]=[CH:22][C:21]([C:19]2[S:20][C:14]3[C:13](=[O:28])[N:12]([C:9]4[CH:10]=[CH:11][C:6]([O:5][CH:3]5[CH2:4][N:1]([CH:32]([CH3:34])[CH3:31])[CH2:2]5)=[C:7]([O:29][CH3:30])[CH:8]=4)[CH2:17][CH2:16][C:15]=3[N:18]=2)=[CH:26][CH:25]=1 |f:2.3,4.5,7.8|. Procedure: Dissolve 5-[4-(azetidin-3-yloxy)-3-methoxy-phenyl]-2-(4-chloro-phenyl)-6,7-dihydro-5H-thiazolo[5,4-c]pyridin-4-one (1.0 g, 2.26 mmol) and acetone (250 μL, 3.39 mmol) in dry 1,2-dichloroethane. Add sodium triacetoxyborohydride (1.0 g, 4.53 mmol) and stir overnight at room temperature. Add 1 N NaOH solution to the reaction mixture and extract with CH2Cl2 (2×25 mL). Combine the organic portions and wash with water (2×25 mL). Dry the organic layer with Na2SO4, then filter, and concentrate in vacuo. ... Reactants: C[C@H](CC)OC=1C=C(C=CC1)CO ((3-{[(1R)-1-methylpropyl]oxy}phenyl)methanol), C1(=CC=CC=C1)P(C1=CC=CC=C1)C1=CC=CC=C1 (triphenylphosphine), C(Cl)(Cl)(Cl)Cl (carbon tetrachloride). The product is ClCC1=CC(=CC=C1)O[C@@H](CC)C (1-(chloromethyl)-3-{[(1R)-1-methylpropyl]oxy}benzene). As a reaction SMILES: [CH3:1][C@@H:2]([O:5][C:6]1[CH:7]=[C:8]([CH2:12]O)[CH:9]=[CH:10][CH:11]=1)[CH2:3][CH3:4].C1(P(C2C=CC=CC=2)C2C=CC=CC=2)C=CC=CC=1.C(Cl)(Cl)(Cl)[Cl:34]>>[Cl:34][CH2:12][C:8]1[CH:9]=[CH:10][CH:11]=[C:6]([O:5][C@H:2]([CH3:1])[CH2:3][CH3:4])[CH:7]=1. Procedure details: To a solution of (3-{[(1R)-1-methylpropyl]oxy}phenyl)methanol (1.01 g, 5.60 mmol) in carbon tetrachloride (18.7 ml) was added triphenylphosphine (1.40 g, 5.32 mmol). The reaction was heated to reflux overnight. The reaction was filtered through a fritted funnel and washed with carbon tetrachloride. The filtrate was concentrated. The residue was purified on a silica gel cartridge (0% EtOAc/hexanes to 10% EtOAc/hexanes) to give the desired product. The reactants are CO, ClCCl, NCC(O)CN1CCC(Oc2ccc(Cl)c(Cl)c2)CC1, Cc1ccccc1N=C=O. The product is Cc1ccccc1NC(=O)NCC(O)CN1CCC(Oc2ccc(Cl)c(Cl)c2)CC1. RXN SMILES: [CH3:31][OH:32].[Cl:33][CH2:34][Cl:35].[NH2:11][CH2:12][CH:13]([CH2:14][N:15]1[CH2:16][CH2:17][CH:18]([O:21][c:22]2[cH:23][c:24]([Cl:29])[c:25]([Cl:28])[cH:26][cH:27]2)[CH2:19][CH2:20]1)[OH:30].[c:1]1([CH3:10])[c:2]([N:7]=[C:8]=[O:9])[cH:3][cH:4][cH:5][cH:6]1>>[c:1]1([CH3:10])[c:2]([NH:7][C:8](=[O:9])[NH:11][CH2:12][CH:13]([CH2:14][N:15]2[CH2:16][CH2:17][CH:18]([O:21][c:22]3[cH:23][c:24]([Cl:29])[c:25]([Cl:28])[cH:26][cH:27]3)[CH2:19][CH2:20]2)[OH:30])[cH:3][cH:4][cH:5][cH:6]1. Starting materials: 7.099, ClCC(=O)Cl (chloroacetyl chloride), C1(C=CCC1)C1=C(N)C=CC=C1 (2-(cyclopent-2-enyl)aniline), C([O-])(O)=O.[Na+] (sodium bicarbonate). Run in C(Cl)Cl (methylene chloride), C(Cl)Cl (methylene chloride), O (water). Reaction conditions: temperature 0 celsius. Yields the product C1(C=CCC1)C1=C(C=CC=C1)NC(CCl)=O (N-[2-(cyclopent-2-enyl)phenyl]-2-chloroacetamide). Yield: 77.0%. RXN SMILES: [CH:1]1([C:6]2[CH:12]=[CH:11][CH:10]=[CH:9][C:7]=2[NH2:8])[CH2:5][CH2:4][CH:3]=[CH:2]1.C(=O)(O)[O-].[Na+].[Cl:18][CH2:19][C:20](Cl)=[O:21]>C(Cl)Cl.O>[CH:1]1([C:6]2[CH:12]=[CH:11][CH:10]=[CH:9][C:7]=2[NH:8][C:20](=[O:21])[CH2:19][Cl:18])[CH2:5][CH2:4][CH:3]=[CH:2]1 |f:1.2|. Reported procedure: A solution of 10.00 g (62.8 mmol) of 2-(cyclopent-2-enyl)aniline from Example 1 in 150 mL of methylene chloride and 5.28 g (62.8 mmol) of sodium bicarbonate in 15 mL of water were combined with rapid stirring and cooled 0° C. with the aid of an ice bath. A solution of 7.099 (62.8 mmol) of chloroacetyl chloride in 25 mL of methylene chloride was then added dropwise through the course of 20 min. After an additional hour of vigorous stirring. the layers were separated and the organic layer was drie... RXN SMILES: [CH3:1][O:2][C:3]1[CH:8]=[CH:7][C:6]([S:9][C:10]2[O:11][C:12]([CH:15]=O)=[CH:13][CH:14]=2)=[CH:5][CH:4]=1.[C:17]([NH:21][OH:22])([CH3:20])([CH3:19])[CH3:18]>C(Cl)(Cl)Cl>[CH3:1][O:2][C:3]1[CH:4]=[CH:5][C:6]([S:9][C:10]2[O:11][C:12]([CH:15]=[N+:21]([C:17]([CH3:20])([CH3:19])[CH3:18])[O-:22])=[CH:13][CH:14]=2)=[CH:7][CH:8]=1. Isolated yield 86.2%. Solvent: C(Cl)(Cl)Cl (CHCl3). Starting materials: COC1=CC=C(C=C1)SC=1OC(=CC1)C=O (2-(4-Methoxyphenylthio)-5-furaldehyde), C(C)(C)(C)NO (N-tert-butylhydroxylamine). Procedure: 2-(4-Methoxyphenylthio)-5-furaldehyde (24.50 g) was mixed with N-tert-butylhydroxylamine (15.0 g, 168.16 mmol), molecular sieves (100 g) and silica gel (20 g) in CHCl3 (500 mL). The mixture was refluxed overnight under argon gas, and then filtered and concentrated on a rotary evaporator. The residue was recrystallized from hexanes (435 mL) to afford the title compound as yellowish crystals (27.52 g, yield 78.8%), m.p. 91.7° C. (Rf =0.15 on a silica gel plate using hexanes/EtOAc, 2:1, v:v, as the... The product is COC1=CC=C(C=C1)SC=1OC(=CC1)C=[N+]([O-])C(C)(C)C (α[2-(4-Methoxyphenylthio)-5-furyl]-N-tert-butylnitrone). The reactants are O=C1CCC(=O)N1Br, ClC(Cl)(Cl)Cl, C[O-], CO, Cc1cc2c(s1)CN(C)CC2c1ccc(Cl)cc1, CC(C)(C#N)N=NC(C)(C)C#N, [Na+], O. Yields the product COCc1cc2c(s1)CN(C)CC2c1ccc(Cl)cc1. As a reaction SMILES: [Br:19][N:20]1[C:23](=[O:26])[CH2:22][CH2:21][C:24]1=[O:25].[C:42]([Cl:43])([Cl:44])([Cl:45])[Cl:46].[CH3:39][O-:40].[CH3:47][OH:48].[Cl:1][c:2]1[cH:3][cH:4][c:5]([CH:8]2[c:9]3[c:10]([s:15][c:16]([CH3:18])[cH:17]3)[CH2:11][N:12]([CH3:14])[CH2:13]2)[cH:6][cH:7]1.[N:27]([C:28]([CH3:29])([CH3:30])[C:31]#[N:32])=[N:33][C:34]([CH3:35])([CH3:36])[C:37]#[N:38].[Na+:41].[OH2:49]>>[Cl:1][c:2]1[cH:3][cH:4][c:5]([CH:8]2[c:9]3[c:10]([s:15][c:16]([CH2:18][O:25][CH3:24])[cH:17]3)[CH2:11][N:12]([CH3:14])[CH2:13]2)[cH:6][cH:7]1.